This data is from the Open Reaction Database (ORD), a public repository of structured organic reaction records. The task is: describe an organic reaction: reactants, conditions, products, and yield Reactants: COc1ccc(C#N)cc1, CCO, CCN(C(C)C)C(C)C, Cl, NO. Yields the product COc1ccc(C(=N)NO)cc1. Reaction SMILES: [CH3:1][O:2][c:3]1[cH:4][cH:5][c:6]([C:7]#[N:8])[cH:9][cH:10]1.[CH3:23][CH2:24][OH:25].[CH:11]([N:12]([CH2:13][CH3:14])[CH:15]([CH3:16])[CH3:17])([CH3:18])[CH3:19].[ClH:20].[NH2:21][OH:22]>>[CH3:1][O:2][c:3]1[cH:4][cH:5][c:6]([C:7](=[NH:8])[NH:21][OH:22])[cH:9][cH:10]1. Starting materials: COC(=O)CCNC(=O)c1ccc(OCc2ccc(-c3ccc(C(F)(F)F)cc3)nc2)cc1, CCO, [Na+], [OH-]. Yields the product O=C(O)CCNC(=O)c1ccc(OCc2ccc(-c3ccc(C(F)(F)F)cc3)nc2)cc1. As a reaction SMILES: [CH3:1][O:2][C:3]([CH2:4][CH2:5][NH:6][C:7]([c:8]1[cH:9][cH:10][c:11]([O:14][CH2:15][c:16]2[cH:17][n:18][c:19](-[c:22]3[cH:23][cH:24][c:25]([C:28]([F:29])([F:30])[F:31])[cH:26][cH:27]3)[cH:20][cH:21]2)[cH:12][cH:13]1)=[O:32])=[O:33].[CH3:36][CH2:37][OH:38].[Na+:35].[OH-:34]>>[O:2]=[C:3]([CH2:4][CH2:5][NH:6][C:7]([c:8]1[cH:9][cH:10][c:11]([O:14][CH2:15][c:16]2[cH:17][n:18][c:19](-[c:22]3[cH:23][cH:24][c:25]([C:28]([F:29])([F:30])[F:31])[cH:26][cH:27]3)[cH:20][cH:21]2)[cH:12][cH:13]1)=[O:32])[OH:33].